From a dataset of the Open Reaction Database (ORD), a public repository of structured organic reaction records. describe an organic reaction: reactants, conditions, products, and yield The reactants are FC=1C=C(C(=NC1)OC1=CC=C(C=C1)F)C(=O)NCC1=CC=C(C(=O)OC)C=C1 (Methyl 4-[({[5-fluoro-2-(4-fluorophenoxy)pyridin-3-yl]carbonyl}amino)methyl]benzoate), [OH-].[Na+] (sodium hydroxide). The solvent is CO (methanol). Reaction conditions: time 3 hour. Yields the product FC=1C=C(C(=NC1)OC1=CC=C(C=C1)F)C(=O)NCC1=CC=C(C(=O)O)C=C1 (4-[({[5-Fluoro-2-(4-fluorophenoxy)pyridin-3-yl]carbonyl}amino)methyl]benzoic acid). Isolated yield 63.3%. As a reaction SMILES: [F:1][C:2]1[CH:3]=[C:4]([C:16]([NH:18][CH2:19][C:20]2[CH:29]=[CH:28][C:23]([C:24]([O:26]C)=[O:25])=[CH:22][CH:21]=2)=[O:17])[C:5]([O:8][C:9]2[CH:14]=[CH:13][C:12]([F:15])=[CH:11][CH:10]=2)=[N:6][CH:7]=1.[OH-].[Na+]>CO>[F:1][C:2]1[CH:3]=[C:4]([C:16]([NH:18][CH2:19][C:20]2[CH:21]=[CH:22][C:23]([C:24]([OH:26])=[O:25])=[CH:28][CH:29]=2)=[O:17])[C:5]([O:8][C:9]2[CH:14]=[CH:13][C:12]([F:15])=[CH:11][CH:10]=2)=[N:6][CH:7]=1 |f:1.2|. Procedure details: To a stirred solution of methyl 4-[({[5-fluoro-2-(4-fluorophenoxy)pyridin-3-yl]carbonyl}amino)methyl]benzoate (step 3, 407 mg, 1.02 mmol) in methanol (10 ml)_was added 2 N sodium hydroxide aqueous solution (2 mL). The reaction mixture was stirred at room temperature for 3 h and then evaporated. The residue was partitioned between ethyl acetate (100 mL) and 2 N hydrochloric acid (100 mL). The organic phase was separated and the aqueous phase was extracted with ethyl acetate (100 mL). The combined... Starting materials: C1CCC2=NCCCN2CC1, C1CCOC1, CCOC(C)=O, C=CCC(O)(CCCl)c1ccccc1, O=C=NC1CC1c1ccccc1. The product is C=CCC1(c2ccccc2)CCN(C2CC2c2ccccc2)C(=O)O1. As a reaction SMILES: [CH2:13]1[CH2:14][CH2:15][C:16]2=[N:21][CH2:20][CH2:19][CH2:18][N:17]2[CH2:22][CH2:23]1.[CH2:38]1[O:39][CH2:40][CH2:41][CH2:42]1.[CH3:43][CH2:44][O:45][C:46]([CH3:47])=[O:48].[Cl:24][CH2:25][CH2:26][C:27]([CH2:28][CH:29]=[CH2:30])([OH:31])[c:32]1[cH:33][cH:34][cH:35][cH:36][cH:37]1.[N:1](=[C:2]=[O:3])[CH:4]1[CH:5]([c:7]2[cH:8][cH:9][cH:10][cH:11][cH:12]2)[CH2:6]1>>[N:1]1([CH:4]2[CH:5]([c:7]3[cH:8][cH:9][cH:10][cH:11][cH:12]3)[CH2:6]2)[C:2](=[O:3])[O:31][C:27]([CH2:28][CH:29]=[CH2:30])([c:32]2[cH:33][cH:34][cH:35][cH:36][cH:37]2)[CH2:26][CH2:25]1. Yields the product C(C)(=O)C=1C=CC=2N(C1)N=NN2 (6-Acetyl tetrazolo[1,5-a]pyridine). The reactants are ClC1=NC=C(C=C1)C(C)=O (2-chloro-5-acetylpyridine), Cl (HCl), [N-]=[N+]=[N-].[Na+] (sodium azide), C(C)O (ethanol). Solvent: O (water). Procedure: To a stirred solution of 8.4 gm. (51.6 mmoles) of 2-chloro-5-acetylpyridine and 8.4 gm. (129 mmoles) of sodium azide in 150 ml. of ethanol and 150 ml. of water was added 75 ml. of 10% HCl over a period of 20 min. The reaction mixture was then heated to reflux for 18 hours, cooled in an ice bath and the resulting crystals filtered off to give a first crop of 6.0 gm. A second crop of 1.0 gm. was obtained for a total of 7.0 gm. of A, (84.% yield), m.p. 159°-160° C. RXN SMILES: Cl[C:2]1[CH:7]=[CH:6][C:5]([C:8](=[O:10])[CH3:9])=[CH:4][N:3]=1.[N-:11]=[N+:12]=[N-:13].[Na+].C(O)C.Cl>O>[C:8]([C:5]1[CH:6]=[CH:7][C:2]2[N:3]([N:11]=[N:12][N:13]=2)[CH:4]=1)(=[O:10])[CH3:9] |f:1.2|. Reactants: CCCCC(NC(=O)CCC(C)CNC(=O)COc1ccccc1)C(=O)CSCc1ccco1, CO, [O-][I+3]([O-])([O-])[O-], [Na+], O. Product: CCCCC(NC(=O)CCC(C)CNC(=O)COc1ccccc1)C(=O)CS(=O)Cc1ccco1. RXN SMILES: [CH2:1]([c:2]1[cH:3][cH:4][cH:5][o:6]1)[S:7][CH2:8][C:9]([CH:10]([CH2:11][CH2:12][CH2:13][CH3:14])[NH:15][C:16]([CH2:17][CH2:18][CH:19]([CH2:20][NH:21][C:22]([CH2:23][O:24][c:25]1[cH:26][cH:27][cH:28][cH:29][cH:30]1)=[O:31])[CH3:32])=[O:33])=[O:34].[CH3:41][OH:42].[I+3:35]([O-:36])([O-:37])([O-:38])[O-:39].[Na+:40].[OH2:43]>>[CH2:1]([c:2]1[cH:3][cH:4][cH:5][o:6]1)[S:7]([CH2:8][C:9]([CH:10]([CH2:11][CH2:12][CH2:13][CH3:14])[NH:15][C:16]([CH2:17][CH2:18][CH:19]([CH2:20][NH:21][C:22]([CH2:23][O:24][c:25]1[cH:26][cH:27][cH:28][cH:29][cH:30]1)=[O:31])[CH3:32])=[O:33])=[O:34])=[O:36]. Starting materials: COc1cc(CC(=O)O)c([N+](=O)[O-])cc1OC, COc1ccc2c(c1)CC(N(C)CCCN)CC2. Product: COc1ccc2c(c1)CC(N(C)CCCNC(=O)Cc1cc(OC)c(OC)cc1[N+](=O)[O-])CC2. Reaction SMILES: [CH3:1][O:2][c:3]1[cH:4][c:5]([N+:15](=[O:16])[O-:17])[c:6]([CH2:11][C:12](=[O:13])[OH:14])[cH:7][c:8]1[O:9][CH3:10].[NH2:18][CH2:19][CH2:20][CH2:21][N:22]([CH:23]1[CH2:24][c:25]2[cH:26][c:27]([O:33][CH3:34])[cH:28][cH:29][c:30]2[CH2:31][CH2:32]1)[CH3:35]>>[CH3:1][O:2][c:3]1[cH:4][c:5]([N+:15](=[O:16])[O-:17])[c:6]([CH2:11][C:12](=[O:14])[NH:18][CH2:19][CH2:20][CH2:21][N:22]([CH:23]2[CH2:24][c:25]3[cH:26][c:27]([O:33][CH3:34])[cH:28][cH:29][c:30]3[CH2:31][CH2:32]2)[CH3:35])[cH:7][c:8]1[O:9][CH3:10]. Starting materials: CN(C)CCO, O=C(Cl)c1ccc2c(c1)Sc1ccccc1CC2=O, C1CCOC1. Product: CN(C)CCOC(=O)c1ccc2c(c1)Sc1ccccc1CC2=O. As a reaction SMILES: [CH3:20][N:21]([CH3:22])[CH2:23][CH2:24][OH:25].[Cl:1][C:2](=[O:3])[c:4]1[cH:5][cH:6][c:7]2[c:8]([cH:19]1)[S:9][c:10]1[c:11]([cH:15][cH:16][cH:17][cH:18]1)[CH2:12][C:13]2=[O:14].[O:26]1[CH2:27][CH2:28][CH2:29][CH2:30]1>>[C:2](=[O:3])([c:4]1[cH:5][cH:6][c:7]2[c:8]([cH:19]1)[S:9][c:10]1[c:11]([cH:15][cH:16][cH:17][cH:18]1)[CH2:12][C:13]2=[O:14])[O:25][CH2:24][CH2:23][N:21]([CH3:20])[CH3:22]. Reactants: O (water), FC1=NC=CC(=C1)C (2-fluoro-4-methylpyridine), C(C)(C)(C)OC(=O)NC1CNCC1 (3-(tert-butoxycarbonylamino)pyrrolidine), C([O-])([O-])=O.[K+].[K+] (potassium carbonate). Run in CN(C=O)C (N,N-dimethylformamide). Conditions: temperature 100 celsius, time 16 hour. The product is CC1=CC(=NC=C1)N1CC(CC1)NC(=O)OC(C)(C)C (1-(4-methylpyridin-2-yl)-3-(tert-butoxycarbonylamino)pyrrolidine). Yield: 54.4%. As a reaction SMILES: F[C:2]1[CH:7]=[C:6]([CH3:8])[CH:5]=[CH:4][N:3]=1.[C:9]([O:13][C:14]([NH:16][CH:17]1[CH2:21][CH2:20][NH:19][CH2:18]1)=[O:15])([CH3:12])([CH3:11])[CH3:10].C(=O)([O-])[O-].[K+].[K+].O>CN(C)C=O>[CH3:8][C:6]1[CH:5]=[CH:4][N:3]=[C:2]([N:19]2[CH2:20][CH2:21][CH:17]([NH:16][C:14]([O:13][C:9]([CH3:12])([CH3:11])[CH3:10])=[O:15])[CH2:18]2)[CH:7]=1 |f:2.3.4|. Procedure details: A suspension of 2-fluoro-4-methylpyridine (1.11 g), 3-(tert-butoxycarbonylamino)pyrrolidine (1.68 g) and potassium carbonate (1.49 g) in N,N-dimethylformamide (20 ml) was stirred at 100° C. for 16 hours. After cooling, the mixture was poured into water and extracted with ethyl acetate. The organic layer was washed with water five times and brine, dried over sodium sulfate and evaporated under reduced pressure to give 1-(4-methylpyridin-2-yl)-3-(tert-butoxycarbonylamino)pyrrolidine (1.36 g). The reactants are [Ag]Br (silver bromide), C(CCCCCCCCCCC)(=O)O (lauric acid), [OH-].[Na+] (sodium hydroxide), [N+](=O)([O-])[O-].[Ag+] (silver nitrate). Solvent: C1(=CC=CC=C1)C (toluene), C1(=CC=CC=C1)C (toluene), O (water). Product: C(CCCCCCCCCCC)(=O)[O-].[Ag+] (silver laurate). Reaction SMILES: [Ag:1]Br.[C:3]([OH:16])(=[O:15])[CH2:4][CH2:5][CH2:6][CH2:7][CH2:8][CH2:9][CH2:10][CH2:11][CH2:12][CH2:13][CH3:14].[OH-].[Na+].[N+]([O-])([O-])=O.[Ag+]>C1(C)C=CC=CC=1.O>[C:3]([O-:16])(=[O:15])[CH2:4][CH2:5][CH2:6][CH2:7][CH2:8][CH2:9][CH2:10][CH2:11][CH2:12][CH2:13][CH3:14].[Ag+:1] |f:2.3,4.5,8.9|. Reported procedure: An aqueous solution prepared by dissolving 0.8 g of cetylethyldimethylammonium bromide in 100 ml of water was mixed with 100 ml of toluene and emulsified. To this emulsion there was added a solution prepared by dissolving 0.425 l g of silver nitrate in 10 ml of water to thereby form silver bromide in an emulsified state. To the silver bromide emulsion there was added an emulsion prepared by mixing a solution (prepared by dissolving 12 g of lauric acid in 100 ml of toluene) with a solution (prepa...